This data is from the Open Reaction Database (ORD), a public repository of structured organic reaction records. The task is: describe an organic reaction: reactants, conditions, products, and yield The reactants are BrB(Br)Br, COc1ccc(-c2cc(C(=O)N3CCC(C(N)=O)(c4ccccc4)CC3)sc2-c2ccc(Cl)cc2Cl)cc1, ClCCl. Product: NC(=O)C1(c2ccccc2)CCN(C(=O)c2cc(-c3ccc(O)cc3)c(-c3ccc(Cl)cc3Cl)s2)CC1. As a reaction SMILES: [B:39]([Br:40])([Br:41])[Br:42].[Cl:1][c:2]1[c:3](-[c:9]2[c:10](-[c:31]3[cH:32][cH:33][c:34]([O:37][CH3:38])[cH:35][cH:36]3)[cH:11][c:12]([C:14](=[O:15])[N:16]3[CH2:17][CH2:18][C:19]([C:22](=[O:23])[NH2:24])([c:25]4[cH:26][cH:27][cH:28][cH:29][cH:30]4)[CH2:20][CH2:21]3)[s:13]2)[cH:4][cH:5][c:6]([Cl:8])[cH:7]1.[Cl:43][CH2:44][Cl:45]>>[Cl:1][c:2]1[c:3](-[c:9]2[c:10](-[c:31]3[cH:32][cH:33][c:34]([OH:37])[cH:35][cH:36]3)[cH:11][c:12]([C:14](=[O:15])[N:16]3[CH2:17][CH2:18][C:19]([C:22](=[O:23])[NH2:24])([c:25]4[cH:26][cH:27][cH:28][cH:29][cH:30]4)[CH2:20][CH2:21]3)[s:13]2)[cH:4][cH:5][c:6]([Cl:8])[cH:7]1.